Task: describe an organic reaction: reactants, conditions, products, and yield. Dataset: the Open Reaction Database (ORD), a public repository of structured organic reaction records Reactants: CO (methanol), C(C1=CC=CC=C1)(=S)N (thiobenzamide), BrC(C(CC(=O)OCC)=O)CC (ethyl 4-bromo-3-oxo-hexanoate), O (water). Run in C1(=CC=CC=C1)C (toluene). Reaction conditions: temperature 80 celsius, time 2 hour. Product: C(C)C1=C(N=C(S1)C1=CC=CC=C1)CC(=O)O (2-[5-ethyl-2-phenyl-1,3-thiazol-4-yl]acetic acid). The yield is 80.0%. As a reaction SMILES: [C:1]([NH2:9])(=[S:8])[C:2]1[CH:7]=[CH:6][CH:5]=[CH:4][CH:3]=1.Br[CH:11]([CH2:20][CH3:21])[C:12](=O)[CH2:13][C:14]([O:16]CC)=[O:15].O.CO>C1(C)C=CC=CC=1>[CH2:20]([C:11]1[S:8][C:1]([C:2]2[CH:7]=[CH:6][CH:5]=[CH:4][CH:3]=2)=[N:9][C:12]=1[CH2:13][C:14]([OH:16])=[O:15])[CH3:21]. Procedure: A suspension of 8.7 g (63.3 mmol) of thiobenzamide and 10 g (42.2 mmol) of ethyl 4-bromo-3-oxo-hexanoate in 45 mL of toluene was refluxed for 6 hrs with Dean-Stark trap removal of water. Cooled, added methanol, and continued reflux for 1 h. Cooled, partially concentrated (˜½ volume), then 30 mL of 2.0 M NaOH solution was added. Stirred the mixture at 80° C. for 2 hrs before cooling and extraction of the aqueous with EtOAc. The aqueous phase was treated with 70 mL of 1.0 M citric acid with heatin... The reactants are CC(CC(C(=O)O)=C)C (4-methyl-2-methylenepentanoic acid), C(C)(=S)O (thioacetic acid). Reaction conditions: temperature 95 celsius. The product is CC(CC(C(=O)O)CSC(C)=O)C (4-methyl-2-acetylthiomethyl-pentanoic acid). Reaction SMILES: [CH3:1][CH:2]([CH3:9])[CH2:3][C:4](=[CH2:8])[C:5]([OH:7])=[O:6].[C:10]([OH:13])(=[S:12])[CH3:11]>>[CH3:1][CH:2]([CH3:9])[CH2:3][CH:4]([CH2:8][S:12][C:10](=[O:13])[CH3:11])[C:5]([OH:7])=[O:6]. Procedure details: A mixture of 4-methyl-2-methylenepentanoic acid (5.0 g) and thioacetic acid (25 mL) was heated at 95° C. under argon for 3 days. The excess thioacetic acid was evaporated and the residual oil was dissolved in ethyl acetate (40 mL) and extracted with saturated NaHCO3 (3×40 mL). The combined NaHCO3 extracts were combined and acidified at 0° C. to pH 2 with 1M HCl. The aqueous layer was extracted with CH2Cl2 (3×40 mL), the combined organic phases were dried (MgSO4) and evaporated to give 3.0 g of 4... The reactants are C[Mg]Br (methylmagnesium bromide), [Cl-].[NH4+] (ammonium chloride), C[Mg]Br (methylmagnesium bromide), C(C)(=O)O[C@H]1C[C@@H]2CC[C@H]3[C@@H]4CC[C@H](C(C)=O)[C@]4(CC[C@@H]3[C@]2(CC1)C)C (3α-acetoxy-5α-pregnan-20-one), C[Mg]Br (methylmagnesium bromide), O (water). The solvent is C1=CC=CC=C1 (benzene). Run at time 18 hour. Yields the product O[C@H]1C[C@@H]2CC[C@H]3[C@@H]4CC[C@H](C(C)(C)O)[C@]4(CC[C@@H]3[C@]2(CC1)C)C (3α,20-dihydroxy-20-methyl-5α-pregnane). RXN SMILES: C([O:4][C@@H:5]1[CH2:24][CH2:23][C@@:22]2([CH3:25])[C@@H:7]([CH2:8][CH2:9][C@@H:10]3[C@@H:21]2[CH2:20][CH2:19][C@@:18]2([CH3:26])[C@H:11]3[CH2:12][CH2:13][C@@H:14]2[C:15](=[O:17])[CH3:16])[CH2:6]1)(=O)C.[CH3:27][Mg]Br.[Cl-].[NH4+].O>C1C=CC=CC=1>[OH:4][C@@H:5]1[CH2:24][CH2:23][C@@:22]2([CH3:25])[C@@H:7]([CH2:8][CH2:9][C@@H:10]3[C@@H:21]2[CH2:20][CH2:19][C@@:18]2([CH3:26])[C@H:11]3[CH2:12][CH2:13][C@@H:14]2[C:15]([OH:17])([CH3:16])[CH3:27])[CH2:6]1 |f:2.3|. Procedure details: To a stirred mixture of 3α-acetoxy-5α-pregnan-20-one (120 mg, 360.5 g/m, 0.32 mmol) in 25 mL of dry benzene, was added 4.6 mL of 3M methylmagnesium bromide dropwise. After the addition of methylmagnesium bromide was completed, the reaction mixture was allowed to stir at room temperature for 18 h and then refluxed for 2 h. The excess methylmagnesium bromide was decomposed by dropwise addition of 30 mL of saturated ammonium chloride solution in an ice bath. The solution product was poured into wat... The reactants are COC1=CC=C(C=C1)[C@@H]1SC2=C(NC([C@@H]1O)=O)C=CC=C2 (cis-(+)-2-(4-methoxyphenyl)-3-hydroxy-2,3-dihydro-1,5-benzothiazepine-4(5H)-one), Cl.CN(CCCl)C (2-(dimethylamino)ethyl chloride hydrochloride), C([O-])([O-])=O.[K+].[K+] (potassium carbonate), CC(=O)C (acetone). The solvent is O (water). Product: Cl.COC1=CC=C(C=C1)[C@@H]1SC2=C(N(C([C@@H]1O)=O)CCN(C)C)C=CC=C2 (cis-(+)-2-(4-methoxyphenyl)-3-hydroxy-5-[2-(dimethylamino)ethyl]-2,3-dihydro-1,5-benzothiazepine-4(5H)-one hydrochloride). Yield: 90.8%. RXN SMILES: [CH3:1][O:2][C:3]1[CH:8]=[CH:7][C:6]([C@H:9]2[C@@H:15]([OH:16])[C:14](=[O:17])[NH:13][C:12]3[CH:18]=[CH:19][CH:20]=[CH:21][C:11]=3[S:10]2)=[CH:5][CH:4]=1.Cl.[CH3:23][N:24]([CH3:28])[CH2:25][CH2:26][Cl:27].C(=O)([O-])[O-].[K+].[K+].CC(C)=O>O>[ClH:27].[CH3:1][O:2][C:3]1[CH:4]=[CH:5][C:6]([C@H:9]2[C@@H:15]([OH:16])[C:14](=[O:17])[N:13]([CH2:26][CH2:25][N:24]([CH3:28])[CH3:23])[C:12]3[CH:18]=[CH:19][CH:20]=[CH:21][C:11]=3[S:10]2)=[CH:7][CH:8]=1 |f:1.2,3.4.5,8.9|. Procedure details: A mixture of 30.1 g of cis-(+)-2-(4-methoxyphenyl)-3-hydroxy-2,3-dihydro-1,5-benzothiazepine-4(5H)-one, 17.2 g of 2-(dimethylamino)ethyl chloride hydrochloride, 31.8 g of potassium carbonate and 240 ml of acetone is refluxed for 30 minutes after stirring. Then, 10 ml of water are added to the mixture, and the aqueous mixture is further refluxed for 3 hours under stirring. After the reaction is completed, the mixture is evaporated under reduced pressure to remove acetone. The residue is dissolved... The reactants are N1=CC=CC2=CC(=CC=C12)C(C(=O)O)C (2-Quinolin-6-yl-propionic acid), O.NN (hydrazine hydrate). The solvent is CO (methanol). The product is N1=CC=CC2=CC(=CC=C12)C(C(=O)NN)C (2-Quinolin-6-yl-propionic acid hydrazide). Isolated yield 82.0%. As a reaction SMILES: [N:1]1[C:10]2[C:5](=[CH:6][C:7]([CH:11]([CH3:15])[C:12](O)=[O:13])=[CH:8][CH:9]=2)[CH:4]=[CH:3][CH:2]=1.O.[NH2:17][NH2:18]>CO>[N:1]1[C:10]2[C:5](=[CH:6][C:7]([CH:11]([CH3:15])[C:12]([NH:17][NH2:18])=[O:13])=[CH:8][CH:9]=2)[CH:4]=[CH:3][CH:2]=1 |f:1.2|. Procedure details: 2-Quinolin-6-yl-propionic acid (5.6 g, 26.1 mmol), hydrazine hydrate (1.6 mL) and methanol (150 mL) were combined and heated to reflux for 72 hours. After such time the mixture was concentrated in vacuo and portioned between NaHCO3 (200 mL) and dichloromethane (150 mL). The aqueous phase was extracted with dichloromethane (2×150 mL) and the combined organic extracts dried (Na2SO4) and concentrated in vacuo to return the title compound as a white solid (4.6 g, 21.4 mmol, 82%). 1H-NMR (DMSO-d6, 50... The solvent is O1CCCC1 (tetrahydrofuran). Reaction SMILES: [F:1][C:2]1[CH:7]=[CH:6][C:5]([C:8]2[CH:24]=[C:11]3[CH:12]=[C:13]([C:16]4[CH:23]=[CH:22][CH:21]=[CH:20][C:17]=4[CH:18]=[O:19])[CH:14]=[CH:15][N:10]3[N:9]=2)=[CH:4][CH:3]=1.[C:25]([Mg]Br)#[CH:26]>O1CCCC1>[F:1][C:2]1[CH:3]=[CH:4][C:5]([C:8]2[CH:24]=[C:11]3[CH:12]=[C:13]([C:16]4[CH:23]=[CH:22][CH:21]=[CH:20][C:17]=4[CH:18]([OH:19])[C:25]#[CH:26])[CH:14]=[CH:15][N:10]3[N:9]=2)=[CH:6][CH:7]=1. The product is FC1=CC=C(C=C1)C1=NN2C(C=C(C=C2)C2=C(C=CC=C2)C(C#C)O)=C1 (1-{2-[2-(4-Fluorophenyl)pyrazolo[1,5-a]pyridin-5-yl]phenyl}prop-2-yn-1-ol). Reported procedure: The procedure described in stage 2.5 is followed, starting with 0.245 g (0.77 mmol) of 2-[2-(4-fluorophenyl)pyrazolo[1,5-a]pyridin-5-yl]benzaldehyde obtained in stage 5.1, in solution in 15 ml of tetrahydrofuran, followed by addition of 4.65 ml (2.32 mmol) of an ethynylmagnesium bromide solution (0.5M in tetrahydrofuran) and after chromatography on silica gel, elution being carried out with dichloromethane, 0.08 g (30%) of the expected product is obtained in the form of a pale yellow powder. Yield: 30.3%. The reactants are FC1=CC=C(C=C1)C1=NN2C(C=C(C=C2)C2=C(C=O)C=CC=C2)=C1 (2-[2-(4-fluorophenyl)pyrazolo[1,5-a]pyridin-5-yl]benzaldehyde), C(#C)[Mg]Br (ethynylmagnesium bromide). Starting materials: ClCCl (dichloromethane), CS(=O)(=O)Cl (methanesulfonyl chloride), NCC(C)(C)C=1NC(=C(N1)C=1C=CC(=C(C1)O)Cl)C1=CC=NC=C1 (5-(2-(2-Amino-1,1-dimethyl-ethyl)-5-pyridin-4-yl-1H-imidazol-4-yl)-2-chloro-phenol), ClCCl (dichloromethane). The solvent is C(O)([O-])=O.[Na+] (sodium hydrogen carbonate), CO (methanol). Run at time 2 hour. Product: ClC=1C=C(C=CC1Cl)C=1N=C(NC1C1=CC=NC=C1)C(CNS(=O)(=O)C)(C)C (N-(2-(4-(3,4-Dichloro-phenyl)-5-pyridin-4-yl-1H-imidazol-2-yl)-2-methylpropyl)methanesulfonamide). Yield: 13.0%. Reaction SMILES: [CH3:1][S:2](Cl)(=[O:4])=[O:3].[NH2:6][CH2:7][C:8]([C:11]1[NH:12][C:13]([C:24]2[CH:29]=[CH:28][N:27]=[CH:26][CH:25]=2)=[C:14]([C:16]2[CH:17]=[CH:18][C:19]([Cl:23])=[C:20](O)[CH:21]=2)[N:15]=1)([CH3:10])[CH3:9].[Cl:30]CCl>CO.C(=O)([O-])O.[Na+]>[Cl:30][C:20]1[CH:21]=[C:16]([C:14]2[N:15]=[C:11]([C:8]([CH3:10])([CH3:9])[CH2:7][NH:6][S:2]([CH3:1])(=[O:4])=[O:3])[NH:12][C:13]=2[C:24]2[CH:29]=[CH:28][N:27]=[CH:26][CH:25]=2)[CH:17]=[CH:18][C:19]=1[Cl:23] |f:4.5|. Procedure: A solution of methanesulfonyl chloride (33 mg, 0.3 mmol) in dichloromethane (4 ml) was treated with a solution of Example 3 (103 mg, 0.3 mmol) in methanol (1 ml). The mixture was stirred at room temperature for 2 hours then diluted with dichloromethane and sodium hydrogen carbonate solution. The aqueous layer was then separated and extracted with additional dichloromethane. The combined organic layers were then washed with brine, dried over anhydrous magnesium sulphate, filtered and concentrated... The reactants are C1=CC=CCCC1 (1,3-cycloheptadiene), Cl[SiH](Cl)Cl (trichlorosilane). The reagents and catalysts are [Cl-].C(CCC)[P+](CCCC)(CCCC)CCCC (tetrabutylphosphonium chloride). Conditions: temperature 180 celsius. Product: Cl[Si](C(=C)CCCC(C)[Si](Cl)(Cl)Cl)(Cl)Cl (2,6-bis(trichlorosilyl)-1-heptene). Yield: 24.8%. As a reaction SMILES: [CH:1]1[CH2:7][CH2:6][CH2:5][CH:4]=[CH:3][CH:2]=1.[Cl:8][SiH:9]([Cl:11])[Cl:10]>[Cl-].C([P+](CCCC)(CCCC)CCCC)CCC>[Cl:8][Si:9]([Cl:11])([Cl:10])[C:2]([CH2:3][CH2:4][CH2:5][CH:6]([Si:9]([Cl:11])([Cl:10])[Cl:8])[CH3:7])=[CH2:1] |f:2.3|. Procedure details: As in Example 1, 1,3-cycloheptadiene (1.00 g, 10.62 mmol), trichlorosilane (5.76 g, 42.52 mmol) and tetrabutylphosphonium chloride (0.31 g, 1.05 mmol) were added in a 25 mL stainless steel tube under nitrogen atmosphere. After sealing the cylinder with a cap, the reactor was maintained at 180° C. for 18 hours. The resulting mixture was distilled to yield 0.96 g (yield: 25%) of 2,6-bis(trichlorosilyl)-1-heptene.